From a dataset of the Open Reaction Database (ORD), a public repository of structured organic reaction records. describe an organic reaction: reactants, conditions, products, and yield Run in C(C)(=O)O (acetic acid). Reactants: C(C)(=O)C1=CC=C(C=C1)C1=CC=C(C=C1)CCCCCCCC (4-acetyl-4'-octylbiphenyl), BrBr (bromine), O (water). Procedure: To a solution of 30.9 g of 4-acetyl-4'-octylbiphenyl in 50 ml of acetic acid there are added 5.1 ml of bromine for one hour under stirring at the temperature of 50° C. The reaction mass is stirred for 1 hour at room temperature, poured into water, the organic layer is extracted with chloroform, the extract is washed with a 5% aqueous solution of soda, then with water and dried with sodium sulphate. Chloroform is distilled-off in vacuum and the residue is recrystallized from a minimum amount of e... Reaction SMILES: [C:1]([C:4]1[CH:9]=[CH:8][C:7]([C:10]2[CH:15]=[CH:14][C:13]([CH2:16][CH2:17][CH2:18][CH2:19][CH2:20][CH2:21][CH2:22][CH3:23])=[CH:12][CH:11]=2)=[CH:6][CH:5]=1)(=[O:3])[CH3:2].[Br:24]Br.O>C(O)(=O)C>[Br:24][CH2:2][C:1]([C:4]1[CH:9]=[CH:8][C:7]([C:10]2[CH:15]=[CH:14][C:13]([CH2:16][CH2:17][CH2:18][CH2:19][CH2:20][CH2:21][CH2:22][CH3:23])=[CH:12][CH:11]=2)=[CH:6][CH:5]=1)=[O:3]. Yields the product BrCC(=O)C1=CC=C(C=C1)C1=CC=C(C=C1)CCCCCCCC (4-bromoacetyl-4'-octylbiphenyl). Conditions: temperature 50 celsius. The reactants are Heterocyclic, COC1=CC(=C(C=C1)B(O)O)C (4-methoxy-2-methyl-phenylboronic acid), CC1(C=C(CC(C1)(C)C)OS(=O)(=O)C(F)(F)F)C (trifluoro-methanesulfonic acid 3,3,5,5-tetramethyl-cyclohex-1-enyl ester). Procedure: Trifluoro-methanesulfonic acid 3,3,5,5-tetramethyl-cyclohex-1-enyl ester was prepared in accordance with the procedures of Hanack et. al., J. Heterocyclic Chem. 1988, 25, pp 1237-1241. 4-Methoxy-2-methyl-1-(3,3,5,5-tetramethyl-cyclohex-1-enyl)-benzene was prepared in two steps by a Suzuki coupling of 4-methoxy-2-methyl-phenylboronic acid and trifluoro-methanesulfonic acid 3,3,5,5-tetramethyl-cyclohex-1-enyl ester following the procedures of Carmen et. al., Synlett 2005, No. 10, pp 1601-1605, to ... The product is CC1(C=C(CC(C1)(C)C)OS(=O)(=O)C(F)(F)F)C (Trifluoro-methanesulfonic acid 3,3,5,5-tetramethyl-cyclohex-1-enyl ester), COC1=CC(=C(C=C1)C1=CC(CC(C1)(C)C)(C)C)C (4-methoxy-2-methyl-1-(3,3,5,5-tetramethyl-cyclohex-1-enyl)-benzene). RXN SMILES: [CH3:1][O:2][C:3]1[CH:8]=[CH:7][C:6](B(O)O)=[C:5]([CH3:12])[CH:4]=1.[CH3:13][C:14]1([CH3:30])[CH2:19][C:18]([CH3:21])([CH3:20])[CH2:17][C:16]([O:22][S:23]([C:26]([F:29])([F:28])[F:27])(=[O:25])=[O:24])=[CH:15]1>>[CH3:13][C:14]1([CH3:30])[CH2:19][C:18]([CH3:20])([CH3:21])[CH2:17][C:16]([O:22][S:23]([C:26]([F:29])([F:27])[F:28])(=[O:24])=[O:25])=[CH:15]1.[CH3:1][O:2][C:3]1[CH:8]=[CH:7][C:6]([C:16]2[CH2:17][C:18]([CH3:21])([CH3:20])[CH2:19][C:14]([CH3:30])([CH3:13])[CH:15]=2)=[C:5]([CH3:12])[CH:4]=1. Starting materials: C(C)OC(=O)C=1C(N(C2=CC(=C(C=C2C1)F)F)O)=O (3-ethoxycarbonyl-6,7-difluoro-1-hydroxy-2-oxoquinoline), ice, C(C)OC(=O)C=1C(NC2=CC(=C(C=C2C1)F)F)=O (3-ethoxycarbonyl6,7-difluoro-2-oxoquinoline), P(Cl)(Cl)Cl (phosphorus trichloride), P(=O)(Cl)(Cl)Cl (phosphoryl chloride). The solvent is ClCCCl (1,2-dichloroethane). Reaction conditions: temperature 0 celsius. Yields the product C(C)OC(=O)C=1C(=NC2=CC(=C(C=C2C1)F)F)Cl (3-ethoxycarbonyl-6,7-difluoro-2-chloroquinoline). Yield: 88.0%. As a reaction SMILES: [CH2:1]([O:3][C:4]([C:6]1[C:7](=O)[N:8](O)[C:9]2[C:14]([CH:15]=1)=[CH:13][C:12]([F:16])=[C:11]([F:17])[CH:10]=2)=[O:5])[CH3:2].C(OC(C1C(=O)NC2C(C=1)=CC(F)=C(F)C=2)=O)C.P(Cl)(Cl)[Cl:39].P(Cl)(Cl)(Cl)=O>ClCCCl>[CH2:1]([O:3][C:4]([C:6]1[C:7]([Cl:39])=[N:8][C:9]2[C:14]([CH:15]=1)=[CH:13][C:12]([F:16])=[C:11]([F:17])[CH:10]=2)=[O:5])[CH3:2]. Procedure details: A mixture of 3-ethoxycarbonyl-6,7-difluoro-1-hydroxy-2-oxoquinoline (25 g at a concentration of 75 mol %, equivalent to 69.65 mmol), 3-ethoxycarbonyl6,7-difluoro-2-oxoquinoline (25 g at a concentration of 5 mol %, equivalent to 4.9 mmol), phosphorus trichloride (59.6 g, equivalent to 433.5 mmol) and phosphoryl chloride (15.05 g, equivalent to 98.05 mmol) in 1,2-dichloroethane (170 cm3) is heated at reflux for 3 hours. After cooling to 0° C., the reaction mixture is poured onto slushed ice (250 g... Starting materials: [Cu]I, O=C([O-])C(F)(F)F, COC(=O)c1ccc(OC)c(I)c1, [K+], [Na+], O=C([O-])O, CN(C)C=O. Yields the product COC(=O)c1ccc(OC)c(C(F)(F)F)c1. As a reaction SMILES: [Cu:32][I:33].[F:14][C:15]([C:16]([O-:17])=[O:18])([F:19])[F:20].[I:1][c:2]1[cH:3][c:4]([C:5](=[O:6])[O:7][CH3:8])[cH:9][cH:10][c:11]1[O:12][CH3:13].[K+:21].[Na+:26].[O-:22][C:23]([OH:24])=[O:25].[O:27]=[CH:28][N:29]([CH3:30])[CH3:31]>>[c:2]1([C:15]([F:14])([F:19])[F:20])[cH:3][c:4]([C:5](=[O:6])[O:7][CH3:8])[cH:9][cH:10][c:11]1[O:12][CH3:13]. Starting materials: CC1CC(=O)c2cccc(Br)c21, Cc1ccccc1, [Cl-], [Cl-], [Cl-], Cl, N#C[Cu], [Fe+3], CN(C)C=O, O, O, O, O, O, O, O. Product: CC1CC(=O)c2cccc(C#N)c21. Reaction SMILES: [Br:1][c:2]1[c:3]2[c:7]([cH:8][cH:9][cH:10]1)[C:6](=[O:11])[CH2:5][CH:4]2[CH3:12].[CH3:23][c:24]1[cH:25][cH:26][cH:27][cH:28][cH:29]1.[Cl-:36].[Cl-:38].[Cl-:39].[ClH:22].[Cu:13][C:14]#[N:15].[Fe+3:37].[O:16]=[CH:17][N:18]([CH3:19])[CH3:20].[OH2:21].[OH2:30].[OH2:31].[OH2:32].[OH2:33].[OH2:34].[OH2:35]>>[c:2]1([C:14]#[N:15])[c:3]2[c:7]([cH:8][cH:9][cH:10]1)[C:6](=[O:11])[CH2:5][CH:4]2[CH3:12]. Reactants: C(C)(C)(C)OC(=O)N1CCC(CC1)OC1=C(C=C(C=C1C)[N+](=O)[O-])C (4-(1-t-butoxycarbonylpiperidin-4-yloxy)-3,5-dimethylnitrobenzene). The reagents and catalysts are [Pd] (palladium on carbon). Solvent: C(C)O (ethanol), O1CCCC1 (tetrahydrofuran). Reaction conditions: time 1 hour. Yields the product C(C)(C)(C)OC(=O)N1CCC(CC1)OC1=C(C=C(N)C=C1C)C (4-(1-t-Butoxycarbonylpiperidin-4-yloxy)-3,5-dimethylaniline). Isolated yield 94.7%. Reaction SMILES: [C:1]([O:5][C:6]([N:8]1[CH2:13][CH2:12][CH:11]([O:14][C:15]2[C:20]([CH3:21])=[CH:19][C:18]([N+:22]([O-])=O)=[CH:17][C:16]=2[CH3:25])[CH2:10][CH2:9]1)=[O:7])([CH3:4])([CH3:3])[CH3:2]>C(O)C.O1CCCC1.[Pd]>[C:1]([O:5][C:6]([N:8]1[CH2:13][CH2:12][CH:11]([O:14][C:15]2[C:16]([CH3:25])=[CH:17][C:18]([NH2:22])=[CH:19][C:20]=2[CH3:21])[CH2:10][CH2:9]1)=[O:7])([CH3:4])([CH3:3])[CH3:2]. Reported procedure: To a solution of 4-(1-t-butoxycarbonylpiperidin-4-yloxy)-3,5-dimethylnitrobenzene (2.24 g) in a mixture of ethanol (30 ml) and tetrahydrofuran (10 ml) was added palladium on carbon (0.20 g) and the mixture was stirred under a hydrogen atmosphere at room temperature for 1 hour. The reaction mixture was filtered and the filtrate concentrated in vacuo. The residue was purified by chromatography on a silica gel column using hexane/ethyl acetate=2/1 as an eluant to give the desired compound (1.94 g, ... Starting materials: COC1=CC=C(C=C1)NC1=C(C(=O)NCC#C)C=CC=N1 (2-(4-methoxyphenylamino)-N-(prop-2-ynyl)nicotinamide), N(=[N+]=[N-])CC1=CC(=CC=C1)OC1=CC=CC=C1 (1-(azidomethyl)-3-phenoxybenzene), O (water), O=C1C(O)=C([O-])[C@H](O1)[C@@H](O)CO.[Na+] (sodium ascorbate). Reagents/catalysts: S(=O)(=O)([O-])[O-].[Cu+2] (copper (II) sulphate). Solvent: C(C)(C)(C)O (tert-butyl alcohol). Conditions: time 12 hour. Yields the product COC1=CC=C(CN2N=NC(=C2)CNC(C2=C(N=CC=C2)NC2=CC=C(C=C2)OC)=O)C=C1 (N-((1-(4-Methoxybenzyl)-1H-1,2,3-triazol-4-yl)methyl)-2-(4-methoxyphenylamino) nicotinamide). Yield: 708.7%. Reaction SMILES: [CH3:1][O:2][C:3]1[CH:8]=[CH:7][C:6]([NH:9][C:10]2[N:21]=[CH:20][CH:19]=[CH:18][C:11]=2[C:12]([NH:14][CH2:15][C:16]#[CH:17])=[O:13])=[CH:5][CH:4]=1.[N:22]([CH2:25][C:26]1[CH:31]=[CH:30][CH:29]=[C:28](OC2C=CC=CC=2)[CH:27]=1)=[N+:23]=[N-:24].O.[O:40]=[C:41]1O[C@H]([C@H](CO)O)C([O-])=C1O.[Na+]>S([O-])([O-])(=O)=O.[Cu+2].C(O)(C)(C)C>[CH3:41][O:40][C:29]1[CH:28]=[CH:27][C:26]([CH2:25][N:22]2[CH:17]=[C:16]([CH2:15][NH:14][C:12](=[O:13])[C:11]3[CH:18]=[CH:19][CH:20]=[N:21][C:10]=3[NH:9][C:6]3[CH:7]=[CH:8][C:3]([O:2][CH3:1])=[CH:4][CH:5]=3)[N:24]=[N:23]2)=[CH:31][CH:30]=1 |f:3.4,5.6|. Reported procedure: Compound 8 (194 mg, 1 mmol) and 4-methoxyaniline (9e, 123 mg, 1 mmol) were taken in ethylene glycol and heated at 140° C. for 6 h. Then the reaction mixture was cooled and extracted with ethyl acetate from the aqueous layer and concentrated in vacuum. The compound was further purified by column chromatography using 60-120 silica gel to obtain 2-(4-methoxyphenylamino)-N-(prop-2-ynyl)nicotinamide 10e as pure product. To a solution of 2-(4-methoxyphenylamino)-N-(prop-2-ynyl)nicotinamide (10e, 150 m... Starting materials: CC([C@H](NC(=O)O[C@H]1[C@@H](C1)CCCC=C)C(=O)OC)(C)C (methyl 3-methyl-N-({[(1R,2R)-2-pent-4-en-1-ylcyclopropyl]oxy}carbonyl)-L-valinate), O[Li].O (LiOH.H2O). Solvent: CO.O (MeOH H2O). Conditions: temperature 60 celsius. The product is CC([C@H](NC(=O)O[C@H]1[C@@H](C1)CCCC=C)C(=O)O)(C)C (3-methyl-N-({[(1R,2R)-2-pent-4-en-1-ylcyclopropyl]oxy}carbonyl)-L-valine). Yield: 98.0%. As a reaction SMILES: [CH3:1][C:2]([CH3:21])([CH3:20])[C@@H:3]([C:16]([O:18]C)=[O:17])[NH:4][C:5]([O:7][C@@H:8]1[CH2:10][C@H:9]1[CH2:11][CH2:12][CH2:13][CH:14]=[CH2:15])=[O:6].O[Li].O>CO.O>[CH3:1][C:2]([CH3:21])([CH3:20])[C@@H:3]([C:16]([OH:18])=[O:17])[NH:4][C:5]([O:7][C@@H:8]1[CH2:10][C@H:9]1[CH2:11][CH2:12][CH2:13][CH:14]=[CH2:15])=[O:6] |f:1.2,3.4|. Procedure details: A solution (0.1 M) of methyl 3-methyl-N-({[(1R,2R)-2-pent-4-en-1-ylcyclopropyl]oxy}carbonyl)-L-valinate in 2:1 mixture of MeOH/H2O was treated with LiOH.H2O (4 eq) and then heated at 60° C. for 4 h. The mixture was cooled and concentrated to half volume, then diluted with EtOAc and acidified with aqueous HCl (1 N). The organic layer was separated and washed with brine then dried. Removal of the volatiles afforded the title compound (98%) as an oil. MS (ES+) m/z 284 (M+H)+ The reactants are O=C1CCC(=O)N1Br, CC#N, COc1ccc2c(c1)CCN(C(=O)C(F)(F)F)CC2C1CC1. RXN SMILES: [Br:23][N:24]1[C:25](=[O:26])[CH2:27][CH2:28][C:29]1=[O:30].[CH3:31][C:32]#[N:33].[F:1][C:2]([C:3](=[O:4])[N:5]1[CH2:6][CH2:7][c:8]2[c:9]([cH:15][cH:16][c:17]([O:19][CH3:20])[cH:18]2)[CH:10]([CH:12]2[CH2:13][CH2:14]2)[CH2:11]1)([F:21])[F:22]>>[F:1][C:2]([C:3](=[O:4])[N:5]1[CH2:6][CH2:7][c:8]2[c:9]([cH:15][c:16]([Br:23])[c:17]([O:19][CH3:20])[cH:18]2)[CH:10]([CH:12]2[CH2:13][CH2:14]2)[CH2:11]1)([F:21])[F:22]. Yields the product COc1cc2c(cc1Br)C(C1CC1)CN(C(=O)C(F)(F)F)CC2.